From a dataset of the Open Reaction Database (ORD), a public repository of structured organic reaction records. describe an organic reaction: reactants, conditions, products, and yield Reactants: CCOC(=O)c1c(O)c2cccn2n(Cc2cccc(F)c2)c1=O, NCC(=O)[O-], [Na+]. Yields the product O=C(O)CNC(=O)c1c(O)c2cccn2n(Cc2cccc(F)c2)c1=O. As a reaction SMILES: [CH2:1]([O:2][C:4](=[O:5])[c:6]1[c:7]([OH:24])[c:8]2[n:9]([n:10]([CH2:13][c:14]3[cH:15][c:16]([F:20])[cH:17][cH:18][cH:19]3)[c:11]1=[O:12])[cH:21][cH:22][cH:23]2)[CH3:3].[NH2:25][CH2:26][C:27](=[O:28])[O-:29].[Na+:30]>>[C:4](=[O:5])([c:6]1[c:7]([OH:24])[c:8]2[n:9]([n:10]([CH2:13][c:14]3[cH:15][c:16]([F:20])[cH:17][cH:18][cH:19]3)[c:11]1=[O:12])[cH:21][cH:22][cH:23]2)[NH:25][CH2:26][C:27](=[O:28])[OH:29]. Starting materials: CCOC(=O)c1c(NC(=O)C2C(C)(C)C2(C)C)sc2c1CCCC2, CN. Product: CNC(=O)c1c(NC(=O)C2C(C)(C)C2(C)C)sc2c1CCCC2. Reaction SMILES: [CH3:1][C:2]1([CH3:24])[CH:3]([C:7](=[O:8])[NH:9][c:10]2[s:11][c:12]3[c:13]([c:14]2[C:15](=[O:16])[O:17][CH2:18][CH3:19])[CH2:20][CH2:21][CH2:22][CH2:23]3)[C:4]1([CH3:5])[CH3:6].[CH3:25][NH2:26]>>[CH3:1][C:2]1([CH3:24])[CH:3]([C:7](=[O:8])[NH:9][c:10]2[s:11][c:12]3[c:13]([c:14]2[C:15](=[O:16])[NH:26][CH3:25])[CH2:20][CH2:21][CH2:22][CH2:23]3)[C:4]1([CH3:5])[CH3:6].